This data is from the Open Reaction Database (ORD), a public repository of structured organic reaction records. The task is: describe an organic reaction: reactants, conditions, products, and yield Starting materials: CCCCCCn1c(=O)c(CBr)c(OC)c2cc(C)ccc21, CN(C)C=O, CCOC(C)=O, [H-], [Na+], c1c[nH]cn1. Product: CCCCCCn1c(=O)c(Cn2ccnc2)c(OC)c2cc(C)ccc21. RXN SMILES: [CH2:8]([CH2:9][CH2:10][CH2:11][CH2:12][CH3:13])[n:14]1[c:15](=[O:29])[c:16]([CH2:27][Br:28])[c:17]([O:25][CH3:26])[c:18]2[cH:19][c:20]([CH3:24])[cH:21][cH:22][c:23]12.[CH3:30][N:31]([CH3:32])[CH:33]=[O:34].[CH3:35][CH2:36][O:37][C:38](=[O:39])[CH3:40].[H-:6].[Na+:7].[nH:1]1[cH:2][n:3][cH:4][cH:5]1>>[n:1]1([CH2:27][c:16]2[c:15](=[O:29])[n:14]([CH2:8][CH2:9][CH2:10][CH2:11][CH2:12][CH3:13])[c:23]3[c:18]([c:17]2[O:25][CH3:26])[cH:19][c:20]([CH3:24])[cH:21][cH:22]3)[cH:2][n:3][cH:4][cH:5]1. Starting materials: CON=C(C(C)=O)C(C)=O (pentane-2,3,4-trione 3-(O-methyloxime)), C(CCO)O (1,3-propanediol), C(OC)(OC)OC (trimethyl orthoformate). Reagents/catalysts: C1(=CC=C(C=C1)S(=O)(=O)O)C (p-toluenesulfonic acid). Product: CO\N=C(/C(C)=O)\C1(OCCCO1)C (1-(2-methyl-[1,3]dioxan-2-yl)-propane-1,2-dione 1(E)-(O-methyloxime)). Yield: 94.6%. Reaction SMILES: [CH3:1][O:2][N:3]=[C:4]([C:8](=[O:10])[CH3:9])[C:5](=[O:7])[CH3:6].[CH2:11](O)[CH2:12][CH2:13][OH:14].C(OC)(OC)OC>C1(C)C=CC(S(O)(=O)=O)=CC=1>[CH3:1][O:2]/[N:3]=[C:4](/[C:8]1([CH3:9])[O:14][CH2:13][CH2:12][CH2:11][O:10]1)\[C:5](=[O:7])[CH3:6]. Procedure: Starting from 103 g (0.72 mol) of pentane-2,3,4-trione 3-(O-methyloxime), 275 g (3.62 mol) of 1,3-propanediol, 80 g (0.76 mol) of trimethyl orthoformate and 1.6 g of p-toluenesulfonic acid (9 mmol) and using the procedure of Example 2, 137 g (94% yield) of a reddish oil were obtained which, according to HPLC, had a purity of 70% (phys. data see Tab. 1). Reactants: C(CCCCCCCCCCCCCCCCC)#N (stearonitrile), [OH-].[Na+] (sodium hydroxide). Reagents/catalysts: Catalyst A. The solvent is O (water). Run at time 15 minute. Yields the product C(CCCCCCCCCCCCCCCCC)N (Stearylamine). Isolated yield 94.0%. RXN SMILES: [C:1](#[N:19])[CH2:2][CH2:3][CH2:4][CH2:5][CH2:6][CH2:7][CH2:8][CH2:9][CH2:10][CH2:11][CH2:12][CH2:13][CH2:14][CH2:15][CH2:16][CH2:17][CH3:18].[OH-].[Na+]>O>[CH2:1]([NH2:19])[CH2:2][CH2:3][CH2:4][CH2:5][CH2:6][CH2:7][CH2:8][CH2:9][CH2:10][CH2:11][CH2:12][CH2:13][CH2:14][CH2:15][CH2:16][CH2:17][CH3:18] |f:1.2|. Procedure: 300 g of stearonitrile were fed into a 1 liter autoclave and then 3 g of Catalyst A, 12 g of water and 1 g of 48% sodium hydroxide were put thereinto. After purging with nitrogen gas, the reaction was carried out under the hydrogen pressure of 2.0 MpaG at the reaction temperature of 120° C. The reaction-finishing point was determined at the point where the hydrogen gas was no longer absorbed. The reaction system was aged further for 15 minutes. Absorption of hydrogen gas proceeded smoothly and t... The reactants are solution, Cl (HCl), ClC=1C=C(OCCN2N=CC(=C2)/C=C/C(=O)NC2=C(C=CC=C2)NC(OC(C)(C)C)=O)C=C(C1)F ((E)-tert-butyl (2-(3-(1-(2-(3-chloro-5-fluorophenoxy)ethyl)-1H-pyrazol-4-yl)acrylamido)phenyl)carbamate). Run in O1CCOCC1 (dioxane), O1CCOCC1 (dioxane), CCOC(=O)C (EtOAc). Reaction conditions: time 6 hour. The product is NC1=C(C=CC=C1)NC(\C=C\C=1C=NN(C1)CCOC1=CC(=CC(=C1)F)Cl)=O ((E)-N-(2-aminophenyl)-3-(1-(2-(3-chloro-5-fluorophenoxy)ethyl)-1H-pyrazol-4-yl)acrylamide). Yield: 107.4%. Reaction SMILES: Cl.[Cl:2][C:3]1[CH:4]=[C:5]([CH:33]=[C:34]([F:36])[CH:35]=1)[O:6][CH2:7][CH2:8][N:9]1[CH:13]=[C:12](/[CH:14]=[CH:15]/[C:16]([NH:18][C:19]2[CH:24]=[CH:23][CH:22]=[CH:21][C:20]=2[NH:25]C(=O)OC(C)(C)C)=[O:17])[CH:11]=[N:10]1>O1CCOCC1.CCOC(C)=O>[NH2:25][C:20]1[CH:21]=[CH:22][CH:23]=[CH:24][C:19]=1[NH:18][C:16](=[O:17])/[CH:15]=[CH:14]/[C:12]1[CH:11]=[N:10][N:9]([CH2:8][CH2:7][O:6][C:5]2[CH:33]=[C:34]([F:36])[CH:35]=[C:3]([Cl:2])[CH:4]=2)[CH:13]=1. Procedure details: A 4 M solution of HCl in dioxane (2 mL) was added to a solution of (E)-tert-butyl (2-(3-(1-(2-(3-chloro-5-fluorophenoxy)ethyl)-1H-pyrazol-4-yl)acrylamido)phenyl)carbamate (118 mg, 0.23 mmol) in dioxane (3 mL) and the mixture was stirred for 6 h at room temperature under a nitrogen atmosphere. The reaction mixture was then diluted with EtOAc (15 mL). The salt was filtered, washed with EtOAc and dried overnight to give 99 mg of the hydrochloric acid salt of (E)-N-(2-aminophenyl)-3-(1-(2-(3-chloro-...